This data is from the Open Reaction Database (ORD), a public repository of structured organic reaction records. The task is: describe an organic reaction: reactants, conditions, products, and yield Starting materials: BrC=1C=NC2=CC=C(C=C2C1)OC (3-bromo-6-methoxyquinoline), F[B-](F)(F)F.C(C)(C)(C)P(C(C)(C)C)C(C)(C)C (tri t-butylphosphine tetrafluoroborate), C[Si](C)(C)[N-][Si](C)(C)C.[Li+] (lithium bistrimethylsilylamide). The reagents and catalysts are [Pd].[Pd].C(C1=CC=CC=C1)=CC(=O)C=CC1=CC=CC=C1.C(C1=CC=CC=C1)=CC(=O)C=CC1=CC=CC=C1.C(C1=CC=CC=C1)=CC(=O)C=CC1=CC=CC=C1 (tris(dibenzylideneacetone) dipalladium (0)). Run in C1(=CC=CC=C1)C (toluene), C(C)OCC (diethyl ether). Run at time 2 day. The product is NC=1C=NC2=CC=C(C=C2C1)OC (3-amino-6-methoxyquinoline). As a reaction SMILES: Br[C:2]1[CH:3]=[N:4][C:5]2[C:10]([CH:11]=1)=[CH:9][C:8]([O:12][CH3:13])=[CH:7][CH:6]=2.F[B-](F)(F)F.C(P(C(C)(C)C)C(C)(C)C)(C)(C)C.C[Si]([N-:36][Si](C)(C)C)(C)C.[Li+]>C1(C)C=CC=CC=1.C(OCC)C.[Pd].[Pd].C(=CC(C=CC1C=CC=CC=1)=O)C1C=CC=CC=1.C(=CC(C=CC1C=CC=CC=1)=O)C1C=CC=CC=1.C(=CC(C=CC1C=CC=CC=1)=O)C1C=CC=CC=1>[NH2:36][C:2]1[CH:3]=[N:4][C:5]2[C:10]([CH:11]=1)=[CH:9][C:8]([O:12][CH3:13])=[CH:7][CH:6]=2 |f:1.2,3.4,7.8.9.10.11|. Procedure: To a stirred mixture of 3-bromo-6-methoxyquinoline [synthesis given in Tetrahedron (1986), 42, 1475-1485] (2.38 g), tris(dibenzylideneacetone) dipalladium (0) (0.114 g) and tri t-butylphosphine tetrafluoroborate (0.116 g) in toluene (15 ml) under an atmosphere of nitrogen at ambient temperature was added a solution of lithium bistrimethylsilylamide (11.0 ml, 1.0M solution in hexanes). The mixture was stirred for 2 days and the brown suspension diluted with diethyl ether and extracted with 2M aqu...